From a dataset of the Open Reaction Database (ORD), a public repository of structured organic reaction records. describe an organic reaction: reactants, conditions, products, and yield The reactants are Cl (HCl), C(C)(C)(C)OC(=O)N1C[C@@H]([C@H](CC1)C=1C=C(C=CC1)C1=CC(=CC=C1)O)OCC1=CC2=CC=CC=C2C=C1 ((3R*,4R*)-4-(3′-hydroxy-biphenyl-3-yl)-3-(naphthalen-2-ylmethoxy)-piperidine-1-carboxylic acid t-butyl ester), COCCCl (2-chloroethyl methyl ether), C(=O)([O-])[O-].[K+].[K+] (K2CO3), COCCCl (2-chloroethyl methyl ether), C(=O)([O-])[O-].[K+].[K+] (K2CO3), Cl (HCl), crude residue. Solvent: CC(=O)N(C)C (dimethylacetamide). Reaction conditions: temperature 75 celsius, time 16 hour. Product: Cl.COCCOC=1C=C(C=CC1)C1=CC(=CC=C1)[C@@H]1[C@H](CNCC1)OCC1=CC2=CC=CC=C2C=C1 ((3R*,4R*)-4-[3′-(2-methoxy-ethoxy)-biphenyl-3-yl]-3-(naphthalen-2-ylmethoxy)-piperidine hydrochloride). As a reaction SMILES: C(OC([N:8]1[CH2:13][CH2:12][C@H:11]([C:14]2[CH:15]=[C:16]([C:20]3[CH:25]=[CH:24][CH:23]=[C:22]([OH:26])[CH:21]=3)[CH:17]=[CH:18][CH:19]=2)[C@@H:10]([O:27][CH2:28][C:29]2[CH:38]=[CH:37][C:36]3[C:31](=[CH:32][CH:33]=[CH:34][CH:35]=3)[CH:30]=2)[CH2:9]1)=O)(C)(C)C.[CH3:39][O:40][CH2:41][CH2:42][Cl:43].C([O-])([O-])=O.[K+].[K+].Cl>CC(N(C)C)=O>[ClH:43].[CH3:39][O:40][CH2:41][CH2:42][O:26][C:22]1[CH:21]=[C:20]([C:16]2[CH:17]=[CH:18][CH:19]=[C:14]([C@H:11]3[CH2:12][CH2:13][NH:8][CH2:9][C@@H:10]3[O:27][CH2:28][C:29]3[CH:38]=[CH:37][C:36]4[C:31](=[CH:32][CH:33]=[CH:34][CH:35]=4)[CH:30]=3)[CH:15]=2)[CH:25]=[CH:24][CH:23]=1 |f:2.3.4,7.8|. Procedure details: A mixture of the title D compound in Example 13, (3R*,4R*)-4-(3′-hydroxy-biphenyl-3-yl)-3-(naphthalen-2-ylmethoxy)-piperidine-1-carboxylic acid t-butyl ester (80 mg, 0.16 mmol), 2-chloroethyl methyl ether (57 μL, 0.62 mmol), K2CO3 (29 mg, 0.21 mmol), Kl (16.6 mg, 0.1 mmol) and dimethylacetamide (1.5 mL) is stirred under argon for 16 h at 75° C. After the addition of a second portion of 2-chloroethyl methyl ether (35 μL, 0.38 mmol) and K2CO3 (44 mg, 0.32 mmol) stirring is continued for 18 h at 75... Reactants: CO (Methanol), BrBr (bromine), COC1=CC2=NC3=CC=C(C=C3SC2=CC1=O)OC (2,7-dimethoxy-3H-phenothiazin-3-one). The solvent is C(C)(=O)O (acetic acid), C(C)(=O)O (acetic acid). Reaction conditions: time 2 hour. Product: BrC=1C(C(=CC2=NC3=CC=C(C=C3SC12)OC)OC)=O (4-bromo-2,7-dimethoxy-3H-phenothiazin-3-one). Yield: 96.8%. RXN SMILES: [Br:1]Br.[CH3:3][O:4][C:5]1[C:18](=[O:19])[CH:17]=[C:16]2[C:7](=[N:8][C:9]3[C:14]([S:15]2)=[CH:13][C:12]([O:20][CH3:21])=[CH:11][CH:10]=3)[CH:6]=1.CO>C(O)(=O)C>[Br:1][C:17]1[C:18](=[O:19])[C:5]([O:4][CH3:3])=[CH:6][C:7]2[C:16]=1[S:15][C:14]1[C:9](=[CH:10][CH:11]=[C:12]([O:20][CH3:21])[CH:13]=1)[N:8]=2. Procedure details: A solution of bromine (280 g) in acetic acid (2.8 l) was added over a period of 30 minutes to a suspension of 2,7-dimethoxy-3H-phenothiazin-3-one (250 g) (Step 3) in acetic acid (7.5 l) and the mixture was stirred for 2 hours. Methanol (12 l) was added over a period of 30 minutes to the reacting mixture and the black suspension was stirred until it became an orange suspension. Then, the precipitate was filtered, washed with methanol and air-dried to afford the desired compound (312 g), m.p. 260°...